Dataset: the Open Reaction Database (ORD), a public repository of structured organic reaction records. Task: describe an organic reaction: reactants, conditions, products, and yield Reactants: CC(Nc1cc(F)cc(F)c1)c1cc(C(=O)N(C)CCO[Si](c2ccccc2)(c2ccccc2)C(C)(C)C)cc2c(=O)cc(N3CCOCC3)oc12, C1CCOC1, C[Si](C)(C)[N-][Si](C)(C)C, COS(=O)(=O)OC, [Cl-], [Li+], [NH4+]. Product: CC(c1cc(C(=O)N(C)CCO[Si](c2ccccc2)(c2ccccc2)C(C)(C)C)cc2c(=O)cc(N3CCOCC3)oc12)N(C)c1cc(F)cc(F)c1. Reaction SMILES: [C:11]([CH3:12])([CH3:13])([CH3:14])[Si:15]([O:16][CH2:17][CH2:18][N:19]([C:20](=[O:21])[c:22]1[cH:23][c:24]2[c:25](=[O:49])[cH:26][c:27]([N:43]3[CH2:44][CH2:45][O:46][CH2:47][CH2:48]3)[o:28][c:29]2[c:30]([CH:32]([CH3:33])[NH:34][c:35]2[cH:36][c:37]([F:42])[cH:38][c:39]([F:41])[cH:40]2)[cH:31]1)[CH3:50])([c:51]1[cH:52][cH:53][cH:54][cH:55][cH:56]1)[c:57]1[cH:58][cH:59][cH:60][cH:61][cH:62]1.[CH2:72]1[O:73][CH2:74][CH2:75][CH2:76]1.[CH3:1][Si:2]([N-:3][Si:4]([CH3:5])([CH3:6])[CH3:7])([CH3:8])[CH3:9].[CH3:63][O:64][S:65]([O:66][CH3:67])(=[O:68])=[O:69].[Cl-:70].[Li+:10].[NH4+:71]>>[CH3:1][N:34]([CH:32]([c:30]1[c:29]2[c:24]([cH:23][c:22]([C:20]([N:19]([CH2:18][CH2:17][O:16][Si:15]([C:11]([CH3:12])([CH3:13])[CH3:14])([c:51]3[cH:52][cH:53][cH:54][cH:55][cH:56]3)[c:57]3[cH:58][cH:59][cH:60][cH:61][cH:62]3)[CH3:50])=[O:21])[cH:31]1)[c:25](=[O:49])[cH:26][c:27]([N:43]1[CH2:44][CH2:45][O:46][CH2:47][CH2:48]1)[o:28]2)[CH3:33])[c:35]1[cH:36][c:37]([F:42])[cH:38][c:39]([F:41])[cH:40]1. The reactants are C(C)(C)(C)OC(=O)N1CCC(CC1)CC(NC=1C=C2C=3C(=C(NC3C1)C1=CC=CC=C1)C=NNC2=O)=O (4-[(6-Oxo-2-phenyl-5,6-dihydro-1H-[1,2]diazepino[4,5,6-cd]indol-8-ylcarbamoyl)-methyl]- piperidine-1-carboxylic acid tert-butyl ester), C(=O)(C(F)(F)F)O (TFA). Run in C(Cl)Cl (CH2Cl2). The product is FC(C(=O)O)(F)F.O=C1NN=CC2=C(NC=3C=C(C=C1C23)NC(CC2CCNCC2)=O)C2=CC=CC=C2 (N-(6-Oxo-2-phenyl-5,6-dihydro-1H-[1,2]diazepino[4,5,6-cd]indol-8-yl)-2-piperidin-4-yl-acetamide; compound with trifluoro-acetic acid). Isolated yield 91.0%. As a reaction SMILES: C(OC([N:8]1[CH2:13][CH2:12][CH:11]([CH2:14][C:15](=[O:37])[NH:16][C:17]2[CH:18]=[C:19]3[C:35](=[O:36])[NH:34][N:33]=[CH:32][C:21]4=[C:22]([C:26]5[CH:31]=[CH:30][CH:29]=[CH:28][CH:27]=5)[NH:23][C:24]([CH:25]=2)=[C:20]34)[CH2:10][CH2:9]1)=O)(C)(C)C.[C:38]([OH:44])([C:40]([F:43])([F:42])[F:41])=[O:39]>C(Cl)Cl>[F:41][C:40]([F:43])([F:42])[C:38]([OH:44])=[O:39].[O:36]=[C:35]1[C:19]2[C:20]3[C:21](=[C:22]([C:26]4[CH:31]=[CH:30][CH:29]=[CH:28][CH:27]=4)[NH:23][C:24]=3[CH:25]=[C:17]([NH:16][C:15](=[O:37])[CH2:14][CH:11]3[CH2:10][CH2:9][NH:8][CH2:13][CH2:12]3)[CH:18]=2)[CH:32]=[N:33][NH:34]1 |f:3.4|. Reported procedure: Preparation of example 32 from the title compound of Example 30 (31 mg, 0.062 mmol) and 45% TFA in CH2Cl2 (1 mL) was carried out analogously to Example 20. Isolation, also in an analogous manner, afforded the title compound (29 mg, 0.056 mmol) as a yellow powder in 91% yield. Starting materials: C1(=CC=C(C=C1)S(=O)(=O)Cl)C (p-toluenesulfonyl chloride), C(C)OC(=O)N1CCC(CC1)N (4-amino-piperidine-1-carboxylic acid ethyl ester), COC(=O)C=1C(NC2=CC=C(C=C2C1O)Cl)=O (6-Chloro-4-hydroxy-2-oxo-1,2dihydro-quinoline-3-carboxylic acid methyl ester), C(C)(C)N(CC)C(C)C (diisopropylethlyamine). Solvent: C(C)#N (acetonitrile), C(Cl)Cl (CH2Cl2). Yields the product COC(=O)C=1C(NC2=CC=C(C=C2C1NC1CCN(CC1)C(=O)OCC)Cl)=O (6-Chloro-4-(1-ethoxycarbonyl-piperidin-4-ylamino)-2-oxo-1,2-dihydro-quinoline-3-carboxylic acid methyl ester). Isolated yield 32.0%. Reaction SMILES: [CH3:1][O:2][C:3]([C:5]1[C:6](=[O:17])[NH:7][C:8]2[C:13]([C:14]=1O)=[CH:12][C:11]([Cl:16])=[CH:10][CH:9]=2)=[O:4].C(N(C(C)C)CC)(C)C.C1(C)C=CC(S(Cl)(=O)=O)=CC=1.[CH2:38]([O:40][C:41]([N:43]1[CH2:48][CH2:47][CH:46]([NH2:49])[CH2:45][CH2:44]1)=[O:42])[CH3:39]>C(#N)C.C(Cl)Cl>[CH3:1][O:2][C:3]([C:5]1[C:6](=[O:17])[NH:7][C:8]2[C:13]([C:14]=1[NH:49][CH:46]1[CH2:45][CH2:44][N:43]([C:41]([O:40][CH2:38][CH3:39])=[O:42])[CH2:48][CH2:47]1)=[CH:12][C:11]([Cl:16])=[CH:10][CH:9]=2)=[O:4]. Procedure: To a suspension of 6-Chloro-4-hydroxy-2-oxo-1,2dihydro-quinoline-3-carboxylic acid methyl ester (445 mg, 1.8 mmol) and diisopropylethlyamine (607 uL, 3.5 mmol) in acetonitrile (30 mL) was added p-toluenesulfonyl chloride (400 mg, 2.1 mmol). The reaction was stirred at room temperature and monitored by TLC to completion (2 h). 4-amino-piperidine-1-carboxylic acid ethyl ester was then added to the reaction mixture which was stirred at 50° C. for 8 h. The reaction mixture was then diluted up with C... Procedure details: The title compound (58 mg) was prepared from 4-bromoaniline (300 mg, 1.74 mmol) and 3-methoxyphenylboronic acid (344 mg, 2.26 mmol) as a yellow liquid. The yield is 16.7%. Reaction SMILES: Br[C:2]1[CH:8]=[CH:7][C:5]([NH2:6])=[CH:4][CH:3]=1.[CH3:9][O:10][C:11]1[CH:12]=[C:13](B(O)O)[CH:14]=[CH:15][CH:16]=1>>[CH3:9][O:10][C:11]1[CH:16]=[C:15]([C:2]2[CH:8]=[CH:7][C:5]([NH2:6])=[CH:4][CH:3]=2)[CH:14]=[CH:13][CH:12]=1. The reactants are BrC1=CC=C(N)C=C1 (4-bromoaniline), COC=1C=C(C=CC1)B(O)O (3-methoxyphenylboronic acid). Yields the product COC=1C=C(C=CC1)C1=CC=C(C=C1)N (3′-methoxybiphenyl-4-amine). Reactants: S(O)(O)(=O)=O (sulphuric acid), [OH-].[Na+] (sodium hydroxide), C(CCCCCCC)C=1C=CC(=NC1)C1=CC=C(N)C=C1 (p-(5-octyl-2-pyridyl)aniline), N(=O)[O-].[Na+] (sodium nitrite). Solvent: O (water), O (water). Run at temperature 5 celsius. Yields the product C(CCCCCCC)C=1C=CC(=NC1)C1=CC=C(C=C1)O (p-(5-octyl-2-pyridyl)phenol). The yield is 35.2%. Reaction SMILES: S(=O)(=O)(O)O.[CH2:6]([C:14]1[CH:15]=[CH:16][C:17]([C:20]2[CH:26]=[CH:25][C:23](N)=[CH:22][CH:21]=2)=[N:18][CH:19]=1)[CH2:7][CH2:8][CH2:9][CH2:10][CH2:11][CH2:12][CH3:13].N([O-])=[O:28].[Na+].[OH-].[Na+]>O>[CH2:6]([C:14]1[CH:15]=[CH:16][C:17]([C:20]2[CH:26]=[CH:25][C:23]([OH:28])=[CH:22][CH:21]=2)=[N:18][CH:19]=1)[CH2:7][CH2:8][CH2:9][CH2:10][CH2:11][CH2:12][CH3:13] |f:2.3,4.5|. Procedure details: 10 ml of 3N sulphuric acid were treated while stirring with 1.8 g of p-(5-octyl-2-pyridyl)aniline. The mixture was cooled to 5° C. and then treated dropwise at 0°-5° C. within about 3 minutes with a solution of 0.442 g of sodium nitrite in 2 ml of water. The brown mixture obtained was poured into 100 ml of water and heated to reflux for 30 minutes while stirring. The reaction mixture was subsequently cooled to room temperature, adjusted to about pH 5 with 7 ml of 3N sodium hydroxide solution and... Reactants: C(C=C)Cl (allyl chloride), CO[SiH](OC)OC (trimethoxysilane), C(C)O[SiH](OCC)OCC (triethoxysilane), C(C=C)Cl (allyl chloride), Ru. Reagents/catalysts: [Ru] (Ruthenium). The product is ClCCC[Si](OCC)(OCC)OCC (chloropropyltriethoxysilane). The yield is 41.0%. As a reaction SMILES: [CH2:1]([Cl:4])[CH:2]=[CH2:3].CO[SiH](OC)OC.[CH2:12]([O:14][SiH:15]([O:19][CH2:20][CH3:21])[O:16][CH2:17][CH3:18])[CH3:13]>[Ru]>[Cl:4][CH2:1][CH2:2][CH2:3][Si:15]([O:19][CH2:20][CH3:21])([O:16][CH2:17][CH3:18])[O:14][CH2:12][CH3:13]. Procedure details: Ruthenium has been reported to be a very efficient catalyst for the hydrosilation reaction of allyl chloride and trimethoxysilane. Japanese Patent No. 2,976,011 discloses the Ru-catalyzed hydrosilation reaction of triethoxysilane and allyl chloride to give chloropropyltriethoxysilane in about 41% yield. U.S. Pat. No. 5,559,264 describes the hydrosilation reaction of a methoxysilane and allyl chloride in the presence of a ruthenium catalyst and preferably in the substantial absence of solvent to ...